From a dataset of the Open Reaction Database (ORD), a public repository of structured organic reaction records. describe an organic reaction: reactants, conditions, products, and yield Starting materials: CC1=C(CBr)C=CC=C1 (2-methylbenzyl bromide), O1C(=CC=C1)C(=O)OC (methyl 2-furoate), ferric chloride. Run in C(Cl)(Cl)(Cl)Cl (carbon tetrachloride). The product is CC1=C(CC2=CC=C(O2)C(=O)OC)C=CC=C1 (methyl 5-(2-methylbenzyl)-2-furoate). The yield is 33.5%. Reaction SMILES: [CH3:1][C:2]1[CH:9]=[CH:8][CH:7]=[CH:6][C:3]=1[CH2:4]Br.[O:10]1[CH:14]=[CH:13][CH:12]=[C:11]1[C:15]([O:17][CH3:18])=[O:16]>C(Cl)(Cl)(Cl)Cl>[CH3:1][C:2]1[CH:9]=[CH:8][CH:7]=[CH:6][C:3]=1[CH2:4][C:14]1[O:10][C:11]([C:15]([O:17][CH3:18])=[O:16])=[CH:12][CH:13]=1. Procedure: A mixture of 2-methylbenzyl bromide [prepared as described by Radziszewaki and Wispek, Ber, 15, 1747 (1882); 18.5 g.], methyl 2-furoate (15.3 g.) and anhydrous ferric chloride (0.3 g.) in dry carbon tetrachloride (25 ml.) was heated on a steam bath under reflux for 18 hours and then distilled to give crude methyl 5-(2-methylbenzyl)-2-furoate (7.7 g.) in the form of a pale brown coloured oil, b.p. 120°-145° C./0.1 mm.Hg, suitable for use as a starting material in procedures hereinafter described. The reactants are C(C1=CC=CC=C1)OC1=CC=C(OC2CCN(CC2)C(=O)OC(C)(C)C)C=C1 (tert-butyl 4-[4-(benzyloxy)phenoxy]piperidine-1-carboxylate). Reagents/catalysts: [Pd] (palladium on carbon). Solvent: C(C)O (ethanol). Run at time 3 hour. Product: C(C)(C)(C)OC(=O)N1CCC(CC1)O (tert-butyl-4-hydroxy-1-piperidinecarboxylate). Yield: 144.8%. Reaction SMILES: C(OC1C=CC([O:13][CH:14]2[CH2:19][CH2:18][N:17]([C:20]([O:22][C:23]([CH3:26])([CH3:25])[CH3:24])=[O:21])[CH2:16][CH2:15]2)=CC=1)C1C=CC=CC=1>[Pd].C(O)C>[C:23]([O:22][C:20]([N:17]1[CH2:18][CH2:19][CH:14]([OH:13])[CH2:15][CH2:16]1)=[O:21])([CH3:26])([CH3:24])[CH3:25]. Procedure details: To 10% palladium on carbon (0.75 g), under a stream of argon, was added a solution of tert-butyl 4-[4-(benzyloxy)phenoxy]piperidine-1-carboxylate (7.5 g) in ethanol (250 mL). The vessel was purged with argon three times, before hydrogen was introduced to the system via a balloon. The reaction was stirred vigorously at ambient temperature for 3 hours. Hydrogen was removed from the system and purged three times with argon before filtering through a celite pad. The pad was washed thoroughly. The fi... Starting materials: CCCC(C)O, CC(C)O, Clc1ccc2c(Cl)ccnc2c1, Cl, Cc1cc(F)c(N)cc1O. Product: Cl, Cc1cc(F)c(Nc2ccnc3cc(Cl)ccc23)cc1O. Reaction SMILES: [CH3:24][CH:25]([OH:26])[CH2:27][CH2:28][CH3:29].[CH:30]([OH:31])([CH3:32])[CH3:33].[Cl:1][c:2]1[cH:3][cH:4][n:5][c:6]2[cH:7][c:8]([Cl:12])[cH:9][cH:10][c:11]12.[ClH:23].[F:13][c:14]1[c:15]([NH2:16])[cH:17][c:18]([OH:22])[c:19]([CH3:21])[cH:20]1>>[ClH:1].[c:2]1([NH:16][c:15]2[c:14]([F:13])[cH:20][c:19]([CH3:21])[c:18]([OH:22])[cH:17]2)[cH:3][cH:4][n:5][c:6]2[cH:7][c:8]([Cl:12])[cH:9][cH:10][c:11]12. Reactants: BrC1=C(C(=CC(=C1)Cl)F)Cl (1-bromo-2,5-dichloro-3-fluorobenzene), ClC1=CC=C(C(=C1O)F)C (6-chloro-2-fluoro-3-methylphenol), C1COCCOCCOCCOCCOCCO1 (18-crown-6), CC(C)([O-])C.[K+] (potassium t-butoxide), C1CCOC1 (THF). Run in CS(=O)C (DMSO). Conditions: temperature 110 celsius. Product: BrC=1C(=C(C=C(C1)Cl)OC1=C(C=CC(=C1F)C)Cl)Cl (2-[(3-bromo-2,5-dichlorophenyl)oxy]-1-chloro-3-fluoro-4-methylbenzene). Isolated yield 50.6%. As a reaction SMILES: [Cl:1][C:2]1[C:7]([OH:8])=[C:6]([F:9])[C:5]([CH3:10])=[CH:4][CH:3]=1.C1OCCOCCOCCOCCOCCOC1.CC(C)([O-])C.[K+].C1COCC1.[Br:40][C:41]1[CH:46]=[C:45]([Cl:47])[CH:44]=[C:43](F)[C:42]=1[Cl:49]>CS(C)=O>[Br:40][C:41]1[C:42]([Cl:49])=[C:43]([O:8][C:7]2[C:6]([F:9])=[C:5]([CH3:10])[CH:4]=[CH:3][C:2]=2[Cl:1])[CH:44]=[C:45]([Cl:47])[CH:46]=1 |f:2.3|. Procedure: 6-chloro-2-fluoro-3-methylphenol (3.3 g, 20.55 mmol) and 18-crown-6 (1.086 g, 4.11 mmol) were dissolved in dry DMSO (50 mL) and treated with 20% potassium t-butoxide in THF (11.50 g, 20.55 mmol) for 15 minutes at room temperature. 1-bromo-2,5-dichloro-3-fluorobenzene (7.21 g, 29.6 mmol) was added in one portion and the reaction mixture heated at 110° C. for 3 days at which time LC-MS indicated nearly complete consumption of phenol and formation of a major new product. Addition of water to the re... The reactants are COCCOCOc1c(OC)cc(C=CC(=O)N2CCSC2=S)cc1OC, CN(C)C=O, c1ccc(C(OCCN2CCNCC2)c2ccccc2)cc1. The product is COCCOCOc1c(OC)cc(C=CC(=O)N2CCN(CCOC(c3ccccc3)c3ccccc3)CC2)cc1OC. RXN SMILES: [CH3:23][O:24][c:25]1[cH:26][c:27]([CH:40]=[CH:41][C:42](=[O:43])[N:44]2[CH2:45][CH2:46][S:47][C:48]2=[S:49])[cH:28][c:29]([O:38][CH3:39])[c:30]1[O:31][CH2:32][O:33][CH2:34][CH2:35][O:36][CH3:37].[CH3:50][N:51]([CH3:52])[CH:53]=[O:54].[CH:1]([c:2]1[cH:3][cH:4][cH:5][cH:6][cH:7]1)([c:8]1[cH:9][cH:10][cH:11][cH:12][cH:13]1)[O:14][CH2:15][CH2:16][N:17]1[CH2:18][CH2:19][NH:20][CH2:21][CH2:22]1>>[CH:1]([c:2]1[cH:3][cH:4][cH:5][cH:6][cH:7]1)([c:8]1[cH:9][cH:10][cH:11][cH:12][cH:13]1)[O:14][CH2:15][CH2:16][N:17]1[CH2:18][CH2:19][N:20]([C:42]([CH:41]=[CH:40][c:27]2[cH:26][c:25]([O:24][CH3:23])[c:30]([O:31][CH2:32][O:33][CH2:34][CH2:35][O:36][CH3:37])[c:29]([O:38][CH3:39])[cH:28]2)=[O:43])[CH2:21][CH2:22]1.